This data is from the Open Reaction Database (ORD), a public repository of structured organic reaction records. The task is: describe an organic reaction: reactants, conditions, products, and yield Starting materials: C1(=CC=CC=C1)C1=NC(=NC=C1)N1CC2CCNCC12 (8-(4-phenyl-pyrimidin-2-yl)-3,8-diaza-bicyclo[4.2.0]octane), S1C(=CC=C1)C1=C(C(=O)O)C=CC=C1 (2-thiophen-2-yl-benzoic acid), CC1=NC(=NC(=C1)C)N1C[C@@H]2CCNC[C@H]12 ((1R,6S)8-(4,6-dimethyl-pyrimidin-2-yl)-3,8-diaza-bicyclo[4.2.0]octane), C=1(C(=CC=CC1)C(=O)O)C1=CC=CC=C1 (biphenyl-2-carboxylic acid). Yields the product C1(=C(C=CC=C1)C(=O)N1CC2N(CC2CC1)C1=NC=CC(=N1)C1=CC=CC=C1)C1=CC=CC=C1 (Biphenyl-2-yl-[8-(4-phenyl-pyrimidin-2-yl)-3,8-diaza-bicyclo[4.2.0]oct-3-yl]-methanone). As a reaction SMILES: [C:1]1([C:7]2[CH:12]=[CH:11][N:10]=[C:9]([N:13]3[CH:20]4[CH:15]([CH2:16][CH2:17][NH:18][CH2:19]4)[CH2:14]3)[N:8]=2)[CH:6]=[CH:5][CH:4]=[CH:3][CH:2]=1.CC1C=C(C)N=C(N2[C@@H]3[C@@H](CCNC3)C2)N=1.[C:37]1([C:46]2[CH:51]=[CH:50][CH:49]=[CH:48][CH:47]=2)[C:38]([C:43](O)=[O:44])=[CH:39][CH:40]=[CH:41][CH:42]=1.S1C=CC=C1C1C=CC=CC=1C(O)=O>>[C:37]1([C:46]2[CH:51]=[CH:50][CH:49]=[CH:48][CH:47]=2)[CH:42]=[CH:41][CH:40]=[CH:39][C:38]=1[C:43]([N:18]1[CH2:17][CH2:16][CH:15]2[CH:20]([N:13]([C:9]3[N:8]=[C:7]([C:1]4[CH:2]=[CH:3][CH:4]=[CH:5][CH:6]=4)[CH:12]=[CH:11][N:10]=3)[CH2:14]2)[CH2:19]1)=[O:44]. Procedure: The title compound was prepared in a manner analogous to Example 1, substituting 8-(4-phenyl-pyrimidin-2-yl)-3,8-diaza-bicyclo[4.2.0]octane (Intermediate 6) for (1R,6S)8-(4,6-dimethyl-pyrimidin-2-yl)-3,8-diaza-bicyclo[4.2.0]octane and biphenyl-2-carboxylic acid for 2-thiophen-2-yl-benzoic acid. MS (ESI) mass calcd. for C29H26N4O, 446.54; m/z found, 447.3 [M+H]+. 1H NMR (400 MHz, CDCl3): 8.44-7.28 (m, 13H), 7.27-6.79 (m, 3H), 4.70-3.66 (m, 4H), 3.59-2.31 (m, 3H), 2.19-0.93 (M, 3H). Starting materials: C[C@@H]1CN(C[C@@H](N1)C)C=1C=C(N)C=CC1OC (3-(cis-3,5-Dimethyl-1-piperazinyl)-4-(methyloxy)aniline), S1C(=CC=C1)C1=CC=C(C=C1)S(=O)(=O)Cl (4-(2-thienyl)benzenesulfonyl chloride). Run in N1=CC=CC=C1.ClCCl (pyridine dichloromethane), ClCCl (dichloromethane). Run at time 24 hour. Product: C[C@@H]1CN(C[C@@H](N1)C)C=1C=C(C=CC1OC)NS(=O)(=O)C1=CC=C(C=C1)C=1SC=CC1 (N-[3-(cis-3,5-Dimethyl-1-piperazinyl)-4-(methyloxy)phenyl]-4-(2-thienyl)benzenesulfonamide). RXN SMILES: [CH3:1][C@H:2]1[NH:7][C@@H:6]([CH3:8])[CH2:5][N:4]([C:9]2[CH:10]=[C:11]([CH:13]=[CH:14][C:15]=2[O:16][CH3:17])[NH2:12])[CH2:3]1.[S:18]1[CH:22]=[CH:21][CH:20]=[C:19]1[C:23]1[CH:28]=[CH:27][C:26]([S:29](Cl)(=[O:31])=[O:30])=[CH:25][CH:24]=1>N1C=CC=CC=1.ClCCl.ClCCl>[CH3:1][C@H:2]1[NH:7][C@@H:6]([CH3:8])[CH2:5][N:4]([C:9]2[CH:10]=[C:11]([NH:12][S:29]([C:26]3[CH:25]=[CH:24][C:23]([C:19]4[S:18][CH:22]=[CH:21][CH:20]=4)=[CH:28][CH:27]=3)(=[O:30])=[O:31])[CH:13]=[CH:14][C:15]=2[O:16][CH3:17])[CH2:3]1 |f:2.3|. Procedure: A solution of 3-(cis-3,5-dimethyl-1-piperazinyl)-4-(methyloxy)aniline (D2) (117 mg, 0.5 mmol) in pyridine:dichloromethane (1:1, 4 ml) was treated with a solution 4-(2-thienyl)benzenesulfonyl chloride (WO 9827069) (143 mg, 0.55 mmol) in dichloromethane (2 ml). The solution was stirred at room temperature for 24 hours, quenched with methanol (2 ml) and concentrated in vacuo. The residue was dissolved in dichloromethane and washed with water (×3). The organic phase was applied to a SCX cartridge (V... Reactants: O=C(n1ccnc1)n1ccnc1, CC1(C)Cc2cc(C(=O)O)ccc2NC1c1cccc(N2CCOCC2)c1, CC(C)S(N)(=O)=O, CN(C)C=O, [H-], [Na+]. Yields the product CC(C)S(=O)(=O)NC(=O)c1ccc2c(c1)CC(C)(C)C(c1cccc(N3CCOCC3)c1)N2. As a reaction SMILES: [C:37]([n:38]1[cH:39][cH:40][n:41][cH:42]1)([n:43]1[cH:44][cH:45][n:46][cH:47]1)=[O:48].[CH3:10][C:11]1([CH3:36])[CH:12]([c:24]2[cH:25][c:26]([N:30]3[CH2:31][CH2:32][O:33][CH2:34][CH2:35]3)[cH:27][cH:28][cH:29]2)[NH:13][c:14]2[cH:15][cH:16][c:17]([C:21](=[O:22])[OH:23])[cH:18][c:19]2[CH2:20]1.[CH3:1][CH:2]([CH3:3])[S:4](=[O:5])(=[O:6])[NH2:7].[CH3:49][N:50]([CH3:51])[CH:52]=[O:53].[H-:8].[Na+:9]>>[CH3:1][CH:2]([CH3:3])[S:4](=[O:5])(=[O:6])[NH:7][C:21]([c:17]1[cH:16][cH:15][c:14]2[c:19]([cH:18]1)[CH2:20][C:11]([CH3:10])([CH3:36])[CH:12]([c:24]1[cH:25][c:26]([N:30]3[CH2:31][CH2:32][O:33][CH2:34][CH2:35]3)[cH:27][cH:28][cH:29]1)[NH:13]2)=[O:22]. Starting materials: [C-]#N, CC[N+](CC)(CC)Cc1ccccc1, ClCCl, COc1ccc(CCl)cc1OC1CCCC1, [Cl-], [K+]. Yields the product COc1ccc(CC#N)cc1OC1CCCC1. As a reaction SMILES: [C-:17]#[N:18].[CH2:21]([N+:22]([CH2:23][CH3:24])([CH2:25][CH3:26])[CH2:27][CH3:28])[c:29]1[cH:30][cH:31][cH:32][cH:33][cH:34]1.[CH2:35]([Cl:36])[Cl:37].[CH:1]1([O:6][c:7]2[cH:8][c:9]([CH2:10][Cl:11])[cH:12][cH:13][c:14]2[O:15][CH3:16])[CH2:2][CH2:3][CH2:4][CH2:5]1.[Cl-:20].[K+:19]>>[CH:1]1([O:6][c:7]2[cH:8][c:9]([CH2:10][C:17]#[N:18])[cH:12][cH:13][c:14]2[O:15][CH3:16])[CH2:2][CH2:3][CH2:4][CH2:5]1. Reactants: C(C)(C)(C)OC(=O)N1CCC(CC1)CCOC1=C(C=C2C(N(C=NC2=C1)COC(C(C)(C)C)=O)=O)OC (7-(2-(1-tert-butoxycarbonylpiperidin-4-yl)ethoxy)-6-methoxy-3-((pivaloyloxy)methyl)-3,4-dihydroquinazolin-4-one), C(=O)(C(F)(F)F)O (TFA), O (Water), C(O)([O-])=O.[Na+] (sodium hydrogen carbonate). The solvent is C(Cl)Cl (methylene chloride), C(Cl)Cl (methylene chloride). Reaction conditions: time 1 hour. Yields the product N1CCC(CC1)CCOC1=C(C=C2C(N(C=NC2=C1)COC(C(C)(C)C)=O)=O)OC (7-(2-(piperidin-4-yl)ethoxy)-6-methoxy-3-((pivaloyloxy)methyl)-3,4-dihydroquinazolin-4-one). Yield: 99.4%. RXN SMILES: C(OC([N:8]1[CH2:13][CH2:12][CH:11]([CH2:14][CH2:15][O:16][C:17]2[CH:26]=[C:25]3[C:20]([C:21](=[O:35])[N:22]([CH2:27][O:28][C:29](=[O:34])[C:30]([CH3:33])([CH3:32])[CH3:31])[CH:23]=[N:24]3)=[CH:19][C:18]=2[O:36][CH3:37])[CH2:10][CH2:9]1)=O)(C)(C)C.C(O)(C(F)(F)F)=O.O.C(=O)([O-])O.[Na+]>C(Cl)Cl>[NH:8]1[CH2:13][CH2:12][CH:11]([CH2:14][CH2:15][O:16][C:17]2[CH:26]=[C:25]3[C:20]([C:21](=[O:35])[N:22]([CH2:27][O:28][C:29](=[O:34])[C:30]([CH3:33])([CH3:31])[CH3:32])[CH:23]=[N:24]3)=[CH:19][C:18]=2[O:36][CH3:37])[CH2:10][CH2:9]1 |f:3.4|. Procedure details: A solution of 7-(2-(1-tert-butoxycarbonylpiperidin-4-yl)ethoxy)-6-methoxy-3-((pivaloyloxy)methyl)-3,4-dihydroquinazolin-4-one (10.5 g, 20 mmol) in methylene chloride (100 ml) containing TFA (25 ml) was stirred for 1 hour at ambient temperature. Water (50 ml) and methylene chloride (100 ml) were added and the pH of the aqueous layer was adjusted to 8 with solid sodium hydrogen carbonate. The organic layer was separated, washed with water, brine, dried (MgSO4) and evaporated. The residue was tritu... Reactants: CCn1nc(C)c2c(NC3CCCCC3)c(C3=NOC4(CCC(OS(=O)(=O)c5ccc(C)cc5)CC4)C3)cnc21, CN(C)C=O, N#C[Na], O. Product: CCn1nc(C)c2c(NC3CCCCC3)c(C3=NOC4(CCC(C#N)CC4)C3)cnc21. Reaction SMILES: [CH3:1][c:2]1[cH:3][cH:4][c:5]([S:6]([O:7][CH:12]2[CH2:13][CH2:14][C:15]3([CH2:16][C:17]([c:20]4[c:21]([NH:32][CH:33]5[CH2:34][CH2:35][CH2:36][CH2:37][CH2:38]5)[c:22]5[c:23]([n:24][cH:25]4)[n:26]([CH2:30][CH3:31])[n:27][c:28]5[CH3:29])=[N:18][O:19]3)[CH2:39][CH2:40]2)(=[O:8])=[O:9])[cH:10][cH:11]1.[CH3:45][N:46]([CH3:47])[CH:48]=[O:49].[Na:41][C:42]#[N:43].[OH2:44]>>[CH:12]1([C:42]#[N:43])[CH2:13][CH2:14][C:15]2([CH2:16][C:17]([c:20]3[c:21]([NH:32][CH:33]4[CH2:34][CH2:35][CH2:36][CH2:37][CH2:38]4)[c:22]4[c:23]([n:24][cH:25]3)[n:26]([CH2:30][CH3:31])[n:27][c:28]4[CH3:29])=[N:18][O:19]2)[CH2:39][CH2:40]1.